From a dataset of the Open Reaction Database (ORD), a public repository of structured organic reaction records. describe an organic reaction: reactants, conditions, products, and yield The reactants are BrC1=CC=C(C=C1)S(=O)(=O)OCC([C@H]1[C@@H](C[C@H]2[C@@H]3CCC4=CC(C=C[C@]4(C)C3=CC[C@]12C)=O)C)=O (21-(4-bromobenzenesulfonyloxy)-16α-methylpregna-1,4,9(11)-triene-3,20-dione), C12(CC3CC(CC(C1)C3)C2)NC2=NC(=CC(=N2)N2CCNCC2)N2CCCC2 (2-(1-adamantylamino)-4-(1-piperazinyl)-6-pyrrolidinopyrimidine). The product is C12(CC3CC(CC(C1)C3)C2)NC2=NC(=CC(=N2)N2CCN(CC2)CC([C@H]2[C@@H](C[C@H]3[C@@H]1CCC4=CC(C=C[C@]4(C)C1=CC[C@]23C)=O)C)=O)N2CCCC2 (21-{4-[2-(1-adamantylamino)-6-pyrrolidino-4-pyrimidinyl]-1-piperazinyl}-16α-methylpregna-1,4,9(11)-triene-3,20-dione). Isolated yield 79.9%. As a reaction SMILES: BrC1C=CC(S(O[CH2:12][C:13](=[O:35])[C@@H:14]2[C@:31]3([CH3:32])[C@H:17]([C@H:18]4[C:28](=[CH:29][CH2:30]3)[C@:26]3([CH3:27])[C:21](=[CH:22][C:23](=[O:33])[CH:24]=[CH:25]3)[CH2:20][CH2:19]4)[CH2:16][C@H:15]2[CH3:34])(=O)=O)=CC=1.[C:36]12([NH:46][C:47]3[N:52]=[C:51]([N:53]4[CH2:58][CH2:57][NH:56][CH2:55][CH2:54]4)[CH:50]=[C:49]([N:59]4[CH2:63][CH2:62][CH2:61][CH2:60]4)[N:48]=3)[CH2:45][CH:40]3[CH2:41][CH:42]([CH2:44][CH:38]([CH2:39]3)[CH2:37]1)[CH2:43]2>>[C:36]12([NH:46][C:47]3[N:52]=[C:51]([N:53]4[CH2:54][CH2:55][N:56]([CH2:12][C:13](=[O:35])[C@@H:14]5[C@:31]6([CH3:32])[C@H:17]([C@H:18]7[C:28](=[CH:29][CH2:30]6)[C@:26]6([CH3:27])[C:21](=[CH:22][C:23](=[O:33])[CH:24]=[CH:25]6)[CH2:20][CH2:19]7)[CH2:16][C@H:15]5[CH3:34])[CH2:57][CH2:58]4)[CH:50]=[C:49]([N:59]4[CH2:63][CH2:62][CH2:61][CH2:60]4)[N:48]=3)[CH2:45][CH:40]3[CH2:41][CH:42]([CH2:44][CH:38]([CH2:39]3)[CH2:37]1)[CH2:43]2. Procedure: The reaction of 21-(4-bromobenzenesulfonyloxy)-16α-methylpregna-1,4,9(11)-triene-3,20-dione with 2-(1-adamantylamino)-4-(1-piperazinyl)-6-pyrrolidinopyrimidine as described in Example 6 gives the title compound in a yield of 79.94%, m.p.:155°-172° C. Starting materials: COC=1C=C(C=CC1)C1NCCC1 ((RS)-2-(3-methoxy-phenyl)-pyrrolidine), ClC1=CC=C(C=C1)S(=O)(=O)Cl (4-chloro-benzenesulfonyl chloride). Product: ClC1=CC=C(C=C1)S(=O)(=O)N1C(CCC1)C1=CC(=CC=C1)OC ((RS)-1-(4-Chloro-benzenesulfonyl)-2-(3-methoxy-phenyl)-pyrrolidine). RXN SMILES: [CH3:1][O:2][C:3]1[CH:4]=[C:5]([CH:9]2[CH2:13][CH2:12][CH2:11][NH:10]2)[CH:6]=[CH:7][CH:8]=1.[Cl:14][C:15]1[CH:20]=[CH:19][C:18]([S:21](Cl)(=[O:23])=[O:22])=[CH:17][CH:16]=1>>[Cl:14][C:15]1[CH:20]=[CH:19][C:18]([S:21]([N:10]2[CH2:11][CH2:12][CH2:13][CH:9]2[C:5]2[CH:6]=[CH:7][CH:8]=[C:3]([O:2][CH3:1])[CH:4]=2)(=[O:23])=[O:22])=[CH:17][CH:16]=1. Reported procedure: The title compound, white solid, m.p. 95° C. and MS: m/e=351 (M+) was prepared in accordance with the general method of example 1e from (RS)-2-(3-methoxy-phenyl)-pyrrolidine and 4-chloro-benzenesulfonyl chloride. Starting materials: O=C([O-])[O-], COC(=O)Cc1c(OCc2ccccc2)c(C)nn1C, COS(=O)(=O)OC, COC=O, [H-], [K+], [K+], [Na+], CN(C)C=O. Yields the product COC=C(C(=O)OC)c1c(OCc2ccccc2)c(C)nn1C. Reaction SMILES: [C:27](=[O:28])([O-:29])[O-:30].[CH2:1]([c:2]1[cH:3][cH:4][cH:5][cH:6][cH:7]1)[O:8][c:9]1[c:10]([CH3:20])[n:11][n:12]([CH3:19])[c:13]1[CH2:14][C:15](=[O:16])[O:17][CH3:18].[CH3:33][O:34][S:35]([O:36][CH3:37])(=[O:38])=[O:39].[CH:21](=[O:22])[O:23][CH3:24].[H-:25].[K+:31].[K+:32].[Na+:26].[O:40]=[CH:41][N:42]([CH3:43])[CH3:44]>>[CH2:1]([c:2]1[cH:3][cH:4][cH:5][cH:6][cH:7]1)[O:8][c:9]1[c:10]([CH3:20])[n:11][n:12]([CH3:19])[c:13]1[C:14]([C:15](=[O:16])[O:17][CH3:18])=[CH:21][O:23][CH3:24]. Reactants: Brc1cccc2c3c([nH]c12)C1CCN(CC1)C3, CC(C)O, [Na+], [Na+], O=C([O-])[O-], Cl[Pd]Cl, c1ccc(P(c2ccccc2)c2ccccc2)cc1, c1ccc(P(c2ccccc2)c2ccccc2)cc1, OB(O)c1cnc2ccccc2c1. Product: c1ccc2ncc(-c3cccc4c5c([nH]c34)C3CCN(CC3)C5)cc2c1. RXN SMILES: [Br:1][c:2]1[cH:3][cH:4][cH:5][c:6]2[c:7]3[c:8]([nH:9][c:10]12)[CH:11]1[CH2:12][CH2:13][N:14]([CH2:15]3)[CH2:16][CH2:17]1.[CH3:37][CH:38]([OH:39])[CH3:40].[Na+:31].[Na+:32].[O-:33][C:34](=[O:35])[O-:36].[Pd:41]([Cl:42])[Cl:43].[c:44]1([P:45]([c:46]2[cH:47][cH:48][cH:49][cH:50][cH:51]2)[c:52]2[cH:53][cH:54][cH:55][cH:56][cH:57]2)[cH:58][cH:59][cH:60][cH:61][cH:62]1.[c:63]1([P:64]([c:65]2[cH:66][cH:67][cH:68][cH:69][cH:70]2)[c:71]2[cH:72][cH:73][cH:74][cH:75][cH:76]2)[cH:77][cH:78][cH:79][cH:80][cH:81]1.[n:18]1[cH:19][c:20]([B:28]([OH:29])[OH:30])[cH:21][c:22]2[cH:23][cH:24][cH:25][cH:26][c:27]12>>[c:2]1(-[c:20]2[cH:19][n:18][c:27]3[c:22]([cH:21]2)[cH:23][cH:24][cH:25][cH:26]3)[cH:3][cH:4][cH:5][c:6]2[c:7]3[c:8]([nH:9][c:10]12)[CH:11]1[CH2:12][CH2:13][N:14]([CH2:15]3)[CH2:16][CH2:17]1.